This data is from the Open Reaction Database (ORD), a public repository of structured organic reaction records. The task is: describe an organic reaction: reactants, conditions, products, and yield The reactants are CCCCCCCCc1ccc(-c2ccc(O)cc2)nc1, CCCCCCC(=O)O, CN(C)c1ccncc1, C(=NC1CCCCC1)=NC1CCCCC1, ClCCl. As a reaction SMILES: [CH2:1]([CH2:2][CH2:3][CH2:4][CH2:5][CH2:6][CH2:7][CH3:8])[c:9]1[cH:10][cH:11][c:12](-[c:15]2[cH:16][cH:17][c:18]([OH:21])[cH:19][cH:20]2)[n:13][cH:14]1.[CH3:22][CH2:23][CH2:24][CH2:25][CH2:26][CH2:27][C:28]([OH:29])=[O:30].[CH3:46][N:47]([CH3:48])[c:49]1[cH:50][cH:51][n:52][cH:53][cH:54]1.[CH:31]1([N:32]=[C:33]=[N:34][CH:35]2[CH2:36][CH2:37][CH2:38][CH2:39][CH2:40]2)[CH2:41][CH2:42][CH2:43][CH2:44][CH2:45]1.[Cl:55][CH2:56][Cl:57]>>[CH2:1]([CH2:2][CH2:3][CH2:4][CH2:5][CH2:6][CH2:7][CH3:8])[c:9]1[cH:10][cH:11][c:12](-[c:15]2[cH:16][cH:17][c:18]([O:21][C:28]([CH2:27][CH2:26][CH2:25][CH2:24][CH2:23][CH3:22])=[O:29])[cH:19][cH:20]2)[n:13][cH:14]1. Yields the product CCCCCCCCc1ccc(-c2ccc(OC(=O)CCCCCC)cc2)nc1. Product: [Li]C#CC1=CC=CC=C1 (lithiophenylacetylene). Starting materials: C1(=CC=CC=C1)C#C (Phenylacetylene), C(CCC)[Li] (butyllithium). RXN SMILES: [C:1]1([C:7]#[CH:8])[CH:6]=[CH:5][CH:4]=[CH:3][CH:2]=1.C([Li:13])CCC>>[Li:13][C:8]#[C:7][C:1]1[CH:6]=[CH:5][CH:4]=[CH:3][CH:2]=1. Procedure details: Phenylacetylene is reacted with one equivalent of butyllithium at -78° C. to give lithiophenylacetylene. Two equivalents of lithiophenylacetylene are reacted with 1,7-bis(chlorotetramethyldisiloxyl)-m-carborane to give 1,7-bis(phenylacetylenetetramethyldisiloxyl)-m-carborane. This latter material can be used in the hydrosilation reaction as 1,7-bis(ethynyltetramethyldisiloxyl)-m-carborane above.